Dataset: the Open Reaction Database (ORD), a public repository of structured organic reaction records. Task: describe an organic reaction: reactants, conditions, products, and yield The reactants are FC(C1=CC=C(C=N1)CO)(F)F ((6-(trifluoromethyl)pyridin-3-yl)methanol), O=P(Cl)(Cl)Cl (POCl3), O (water). The solvent is CN(C)C=O (DMF). Reaction conditions: time 8 hour. Yields the product ClCC=1C=CC(=NC1)C(F)(F)F (5-(chloromethyl)-2-(trifluoromethyl)pyridine). Isolated yield 68.2%. As a reaction SMILES: [F:1][C:2]([F:12])([F:11])[C:3]1[N:8]=[CH:7][C:6]([CH2:9]O)=[CH:5][CH:4]=1.O=P(Cl)(Cl)[Cl:15].O>CN(C=O)C>[Cl:15][CH2:9][C:6]1[CH:5]=[CH:4][C:3]([C:2]([F:12])([F:11])[F:1])=[N:8][CH:7]=1. Reported procedure: To a solution of Example 85B (2.8 g, 15.8 mmol) in 20 mL of anhydrous DMF was added POCl3 (5 mL) at 0° C. The resulting mixture was warmed to room temperature and stirred overnight. The solution was poured into 20 mL of icy water. The mixture was extracted with ethyl acetate (100 mL×3). The combined organic layers were dried over Na2SO4, filtered, and concentrated. The crude product was purified by silica gel column (petroleum ether:ethyl acetate=20:1) to afford the title compound (2.1 g, 68.2%)... RXN SMILES: [C:1]([O:5][C:6]([N:8]1[CH2:13][CH2:12][NH:11][CH2:10][CH2:9]1)=[O:7])([CH3:4])([CH3:3])[CH3:2].[N+:14]([C:17]1[CH:22]=[CH:21][CH:20]=[CH:19][C:18]=1[S:23](Cl)(=[O:25])=[O:24])([O-])=O>>[C:1]([O:5][C:6]([N:8]1[CH2:13][CH2:12][N:11]([S:23]([C:18]2[CH:19]=[CH:20][CH:21]=[CH:22][C:17]=2[NH2:14])(=[O:25])=[O:24])[CH2:10][CH2:9]1)=[O:7])([CH3:4])([CH3:2])[CH3:3]. Procedure details: The title compound (2 g, 82%) was obtained as a white solid from piperazine-1-carboxylic acid tert-butyl ester and 2-nitrobenzenesulfonyl chloride following the same procedure as described in Preparation 2. Yields the product C(C)(C)(C)OC(=O)N1CCN(CC1)S(=O)(=O)C1=C(C=CC=C1)N (4-(2-Aminobenzenesulfonyl)piperazine-1-carboxylic acid tert-butyl ester). The yield is 82.0%. Starting materials: C(C)(C)(C)OC(=O)N1CCNCC1 (piperazine-1-carboxylic acid tert-butyl ester), [N+](=O)([O-])C1=C(C=CC=C1)S(=O)(=O)Cl (2-nitrobenzenesulfonyl chloride).